Dataset: the Open Reaction Database (ORD), a public repository of structured organic reaction records. Task: describe an organic reaction: reactants, conditions, products, and yield The reactants are C1(CCCC1)C1C(C(NC=2CC(CC(C12)=O)(C)C)=O)C#N (4-Cyclopentyl-7,7-dimethyl-2,5-dioxo-1,2,3,4,5,6,7,8-octahydro-quinoline-3-carbonitrile), ammonium cer-(IV)-nitrate. Run in ClCCl (dichloromethane), O (water), C(C)#N (acetonitrile). Run at temperature 60 celsius. Product: C1(CCCC1)C1=C(C(NC=2CC(CC(C12)=O)(C)C)=O)C#N (4-Cyclopentyl-7,7-dimethyl-2,5-dioxo-1,2,5,6,7,8-hexahydro-quinoline-3-carbonitrile). Reaction SMILES: [CH:1]1([CH:6]2[C:15]3[C:14](=[O:16])[CH2:13][C:12]([CH3:18])([CH3:17])[CH2:11][C:10]=3[NH:9][C:8](=[O:19])[CH:7]2[C:20]#[N:21])[CH2:5][CH2:4][CH2:3][CH2:2]1>C(#N)C.O.ClCCl>[CH:1]1([C:6]2[C:15]3[C:14](=[O:16])[CH2:13][C:12]([CH3:17])([CH3:18])[CH2:11][C:10]=3[NH:9][C:8](=[O:19])[C:7]=2[C:20]#[N:21])[CH2:2][CH2:3][CH2:4][CH2:5]1. Reported procedure: 11.0 g 4-Cyclopentyl-7,7-dimethyl-2,5-dioxo-1,2,3,4,5,6,7,8-octahydro-quinoline-3-carbonitrile are suspended in 160 ml acetonitrile, heated to 60° C. and mixed dropwise with a solution of 85 g ammonium cer-(IV)-nitrate in 80 ml water. After heating for 1 h the mixture is diluted with 1200 ml dichloromethane and vigorously stirred. The aqueous bottom phase is discarded and the organic phase is washed successively with saturated sodium bicarbonate and brine. After drying with magnesium sulphate th... The reactants are [BH4-], CO, COc1ccc2c(c1)SC(CCCCl)C(=O)CO2, [Na+], C1CCOC1. Yields the product COc1ccc2c(c1)SC(CCCCl)C(O)CO2. As a reaction SMILES: [BH4-:19].[CH3:26][OH:27].[Cl:1][CH2:2][CH2:3][CH2:4][CH:5]1[C:6](=[O:18])[CH2:7][O:8][c:9]2[c:10]([cH:12][c:13]([O:16][CH3:17])[cH:14][cH:15]2)[S:11]1.[Na+:20].[O:21]1[CH2:22][CH2:23][CH2:24][CH2:25]1>>[Cl:1][CH2:2][CH2:3][CH2:4][CH:5]1[CH:6]([OH:18])[CH2:7][O:8][c:9]2[c:10]([cH:12][c:13]([O:16][CH3:17])[cH:14][cH:15]2)[S:11]1.